Dataset: the Open Reaction Database (ORD), a public repository of structured organic reaction records. Task: describe an organic reaction: reactants, conditions, products, and yield The reactants are CC1=C(C(=NC=C1CO)C)O.Cl (4-deoxypyridoxine hydrochloride), BrCC1=CC=C(C=C1)C#N (α-bromo-p-tolunitrile). The product is OCC=1C(=C(C(=NC1)C)OCC1=CC=C(C#N)C=C1)C (4-(5-Hydroxymethyl-2,4-dimethyl-pyridin-3-yloxymethyl)-benzonitrile). Isolated yield 80.3%. Reaction SMILES: [CH3:1][C:2]1[C:7]([CH2:8][OH:9])=[CH:6][N:5]=[C:4]([CH3:10])[C:3]=1[OH:11].Cl.Br[CH2:14][C:15]1[CH:20]=[CH:19][C:18]([C:21]#[N:22])=[CH:17][CH:16]=1>>[OH:9][CH2:8][C:7]1[C:2]([CH3:1])=[C:3]([O:11][CH2:14][C:15]2[CH:20]=[CH:19][C:18]([C:21]#[N:22])=[CH:17][CH:16]=2)[C:4]([CH3:10])=[N:5][CH:6]=1 |f:0.1|. Procedure: The coupling of 4-deoxypyridoxine hydrochloride (5.0 g, 0.026 mol) and α-bromo-p-tolunitrile (5.2 g, 0.026 mol), as described in Example 3, gave 4-(5-hydroxymethyl-2,4-dimethyl-pyridin-3-yloxymethyl)-benzonitrile (22) (5.6 g, 80% yield) as a colorless solid.